Dataset: the Open Reaction Database (ORD), a public repository of structured organic reaction records. Task: describe an organic reaction: reactants, conditions, products, and yield Reactants: COC(=O)C=1SC(=C(C1)B1OC(C(O1)(C)C)(C)C)CC (Methyl-5-ethyl-4-(4,4,5,5-tetramethyl-1,3,2-dioxaborolan-2-yl)thiophene-2-carboxylate), [OH-].[Na+] (NaOH). Run in CO (methanol). Conditions: time 48 hour. Product: C(C)C1=C(C=C(S1)C(=O)O)B1OC(C(O1)(C)C)(C)C (5-Ethyl-4-(4,4,5,5-tetramethyl-1,3,2-dioxaborolan-2-yl)thiophene-2-carboxylic acid). Reaction SMILES: C[O:2][C:3]([C:5]1[S:6][C:7]([CH2:19][CH3:20])=[C:8]([B:10]2[O:14][C:13]([CH3:16])([CH3:15])[C:12]([CH3:18])([CH3:17])[O:11]2)[CH:9]=1)=[O:4].[OH-].[Na+]>CO>[CH2:19]([C:7]1[S:6][C:5]([C:3]([OH:4])=[O:2])=[CH:9][C:8]=1[B:10]1[O:14][C:13]([CH3:16])([CH3:15])[C:12]([CH3:17])([CH3:18])[O:11]1)[CH3:20] |f:1.2|. Procedure details: Methyl-5-ethyl-4-(4,4,5,5-tetramethyl-1,3,2-dioxaborolan-2-yl)thiophene-2-carboxylate (2.07 g, 5.05 mmol) was dissolved in methanol (17.7 mL) and 2N NaOH (aq) (17.7 mL, 35.3 mmol). The mixture was stirred at room temperature for 48 h. After hydrolysis was complete, the reaction mixture was concentrated to half volume (to take the methanol off) and then extracted once with diethyl ether (removes excess bis(pinacolato)diboron from previous reaction). The aqueous layer was then acidified with 1N HC... Starting materials: N1CCC(CC1)N1C(CC2=CC=CC=C12)=O (1,3-dihydro-1-(piperidin-4-yl)-(2H)-indol-2-one), C(C)(C)N(C(C)C)CC (N,N-diisopropylethylamine), C(C)(C)(C)OC(=O)N(CCN1C=C(C2=CC=C(C=C12)Cl)C(=O)O)C (1-[2-(tert-butoxycarbonyl-methyl-amino)-ethyl]-6-chloro-1H-indole-3-carboxylic acid), C(C)(C)N(C(C)C)CC (N,N-diisopropylethylamine), C(C(=O)Cl)(=O)Cl (oxalyl chloride). The reagents and catalysts are CN(C=O)C (N,N-dimethylformamide). Run at time 3 hour. Yields the product C(C)(C)(C)OC(N(C)CCN1C=C(C2=CC=C(C=C12)Cl)C(=O)N1CCC(CC1)N1C(CC2=CC=CC=C12)=O)=O ((2-{6-Chloro-3-[4-(2-oxo-2,3-dihydro-indol-1-yl)-piperidine-1-carbonyl]-indol-1-yl}-ethyl)-methyl-carbamic acid tert-butyl ester). The yield is 82.8%. RXN SMILES: [C:1]([O:5][C:6]([N:8]([CH3:24])[CH2:9][CH2:10][N:11]1[C:19]2[C:14](=[CH:15][CH:16]=[C:17]([Cl:20])[CH:18]=2)[C:13]([C:21]([OH:23])=O)=[CH:12]1)=[O:7])([CH3:4])([CH3:3])[CH3:2].C(N(CC)C(C)C)(C)C.C(Cl)(=O)C(Cl)=O.[NH:40]1[CH2:45][CH2:44][CH:43]([N:46]2[C:54]3[C:49](=[CH:50][CH:51]=[CH:52][CH:53]=3)[CH2:48][C:47]2=[O:55])[CH2:42][CH2:41]1>CN(C)C=O>[C:1]([O:5][C:6](=[O:7])[N:8]([CH2:9][CH2:10][N:11]1[C:19]2[C:14](=[CH:15][CH:16]=[C:17]([Cl:20])[CH:18]=2)[C:13]([C:21]([N:40]2[CH2:45][CH2:44][CH:43]([N:46]3[C:54]4[C:49](=[CH:50][CH:51]=[CH:52][CH:53]=4)[CH2:48][C:47]3=[O:55])[CH2:42][CH2:41]2)=[O:23])=[CH:12]1)[CH3:24])([CH3:2])([CH3:3])[CH3:4]. Procedure: To a solution of 0.20 g (0.57 mmol) 1-[2-(tert-butoxycarbonyl-methyl-amino)-ethyl]-6-chloro-1H-indole-3-carboxylic acid, 0.11 ml (0.63 mmol) N,N-diisopropylethylamine and 2 drops of N,N-dimethylformamide in 4 ml dicholormethane were added 0.060 ml (0.74 mmol) oxalyl chloride at 0-5° C. After completed addition the reaction mixture was allowed to warm to room temperature and stirred for 3 h. A solution of 0.15 g (0.68 mmol) 1,3-dihydro-1-(piperidin-4-yl)-(2H)-indol-2-one and 0.11 ml (0.63 mmol) N... Starting materials: BrC=1C=CC(=C(C1)NC(=O)N(C)C)N1CCC2=CC=CC=C12 (N-[5-bromo-2-(2,3-dihydro-1H-indol-1-yl)phenyl]-N',N'-dimethylurea). Run in P(=O)(Cl)(Cl)Cl (phosphorus oxychloride). Product: BrC1=CC2=C(N3C4=C(C(=N2)N(C)C)C=CC=C4CC3)C=C1 (9-Bromo-6-dimethylamino-1,2-dihydrobenzo[b]pyrrolo[3,2,1-jk]-[1,4]benzodiazepine). Isolated yield 47.7%. As a reaction SMILES: [Br:1][C:2]1[CH:3]=[CH:4][C:5]([N:14]2[C:22]3[C:17](=[CH:18][CH:19]=[CH:20][CH:21]=3)[CH2:16][CH2:15]2)=[C:6]([NH:8][C:9]([N:11]([CH3:13])[CH3:12])=O)[CH:7]=1>P(Cl)(Cl)(Cl)=O>[Br:1][C:2]1[CH:3]=[CH:4][C:5]2[N:14]3[CH2:15][CH2:16][C:17]4[C:22]3=[C:21]([CH:20]=[CH:19][CH:18]=4)[C:9]([N:11]([CH3:13])[CH3:12])=[N:8][C:6]=2[CH:7]=1. Reported procedure: A mixture of 10.8 g (0.030 mole) of N-[5-bromo-2-(2,3-dihydro-1H-indol-1-yl)phenyl]-N',N'-dimethylurea and 110 ml of phosphorus oxychloride, under nitrogen, was heated under reflux for 6 hours, with stirring, and then cooled to room temperature. The excess phosphorus oxychloride was removed under vacuum with gentle warming. The residue was chilled in an ice-bath (with exclusion of moisture) and treated first with 250 ml of ice-cold 2N sodium hydroxide solution, and then with 500 ml of dichlorome... Reactants: C(C=C)C1(CC=2C1=CC(=CC2)OCCCN=[N+]=[N-])C(=O)N2CCCCC2 (1-allyl-5-(3-azidopropoxy)1-(1-piperidinylcarbonyl)benzocyclobutene), [H-].[H-].[H-].[H-].[Li+].[Al+3] (LAH). The solvent is C1CCOC1 (THF), C1CCOC1 (THF). The product is C(C=C)C1(CC=2C1=CC(=CC2)OCCCN)CN2CCCCC2 (1-Allyl-5-(3-aminopropoxy)-1-(1-piperidinylmethyl)benzocyclobutene). RXN SMILES: [CH2:1]([C:4]1([C:19]([N:21]2[CH2:26][CH2:25][CH2:24][CH2:23][CH2:22]2)=O)[C:7]2=[CH:8][C:9]([O:12][CH2:13][CH2:14][CH2:15][N:16]=[N+]=[N-])=[CH:10][CH:11]=[C:6]2[CH2:5]1)[CH:2]=[CH2:3].[H-].[H-].[H-].[H-].[Li+].[Al+3]>C1COCC1>[CH2:1]([C:4]1([CH2:19][N:21]2[CH2:26][CH2:25][CH2:24][CH2:23][CH2:22]2)[C:7]2=[CH:8][C:9]([O:12][CH2:13][CH2:14][CH2:15][NH2:16])=[CH:10][CH:11]=[C:6]2[CH2:5]1)[CH:2]=[CH2:3] |f:1.2.3.4.5.6|. Procedure details: A solution of 1-allyl-5-(3-azidopropoxy)1-(1-piperidinylcarbonyl)benzocyclobutene (19.5 g) in THF (200 ml) is added dropwise to a stirred suspension of LAH (5.26 g) in THF (82 ml) under nitrogen. The reaction mixture is refluxed for one hour, quenched with water, 15% aqueous NaOH and water, filtered and evaporated in vacuo affording an oil which is chromatographed (silica gel: 5% triethylamine/methanol) affording the desired product as an oil. Starting materials: COC(=O)N[C@H](C(=O)O)C(C)(C)C ((2S)-2-[(methoxycarbonyl)amino]-3,3-dimethylbutanoic acid), CCOP(=O)(OCC)ON1C(=O)C2=C(C=CC=C2)N=N1 (DEPBT), C(C)(C)N(C(C)C)CC (N,N-diisopropylethylamine), N[C@H]([C@H](C[C@H](CC1=CC=C(C=C1)C=1C=NC=CC1)NC([C@@H](NC(=O)OC)C(C)(C)C)=O)O)CC1=CC=CC=C1 (N1-[(1S,3S,4S)-4-amino-3-hydroxy-5-phenyl-1-(4-pyridin-3-ylbenzyl)pentyl]-N2-(methoxycarbonyl)-3-methyl-L-valinamide). Solvent: O1CCCC1 (tetrahydrofuran). Run at time 18 hour. Product: COC(N[C@H](C(N[C@H]([C@H](C[C@@H](NC([C@@H](NC(OC)=O)C(C)(C)C)=O)CC1=CC=C(C=C1)C=1C=NC=CC1)O)CC1=CC=CC=C1)=O)C(C)(C)C)=O (methyl(1S,4S,5S,7S,10S)-4benzyl-1,10-di-tert-butyl-5-hydroxy-2,9,12-trioxo-7-(4-pyridin-3-ylbenzyl)-13-oxa-3,8,11-triazatetradec-1-ylcarbamate). Yield: 36.8%. As a reaction SMILES: [NH2:1][C@@H:2]([CH2:33][C:34]1[CH:39]=[CH:38][CH:37]=[CH:36][CH:35]=1)[C@@H:3]([OH:32])[CH2:4][C@@H:5]([NH:19][C:20](=[O:31])[C@H:21]([C:27]([CH3:30])([CH3:29])[CH3:28])[NH:22][C:23]([O:25][CH3:26])=[O:24])[CH2:6][C:7]1[CH:12]=[CH:11][C:10]([C:13]2[CH:14]=[N:15][CH:16]=[CH:17][CH:18]=2)=[CH:9][CH:8]=1.[CH3:40][O:41][C:42]([NH:44][C@@H:45]([C:49]([CH3:52])([CH3:51])[CH3:50])[C:46](O)=[O:47])=[O:43].CCOP(ON1N=NC2C=CC=CC=2C1=O)(OCC)=O.C(N(CC)C(C)C)(C)C>O1CCCC1>[CH3:40][O:41][C:42](=[O:43])[NH:44][C@@H:45]([C:49]([CH3:51])([CH3:50])[CH3:52])[C:46](=[O:47])[NH:1][C@@H:2]([CH2:33][C:34]1[CH:35]=[CH:36][CH:37]=[CH:38][CH:39]=1)[C@@H:3]([OH:32])[CH2:4][C@H:5]([CH2:6][C:7]1[CH:12]=[CH:11][C:10]([C:13]2[CH:14]=[N:15][CH:16]=[CH:17][CH:18]=2)=[CH:9][CH:8]=1)[NH:19][C:20](=[O:31])[C@H:21]([C:27]([CH3:30])([CH3:29])[CH3:28])[NH:22][C:23](=[O:24])[O:25][CH3:26]. Reported procedure: To a solution containing the product from Example 148E (0.17 mmol) in tetrahydrofuran (1.7 mL) were added the product from Example 1F (0.036 g, 0.190 mmol), DEPBT (0.077 g, 0.258 mmol), and N,N-diisopropylethylamine (0.15 mL, 0.861 mmol) and the mixture was stirred at room temperature for 18 hours. The mixture was partitioned between ethyl acetate and 10% Na2CO3 solution. The organic was washed with additional 10% Na2CO3 solution and then brine, dried over MgSO4, filtered and evaporated. The res... The reactants are ClC1=NC(=C2N=CNC2=N1)N1CCC2=CC(=CC=C12)[N+](=O)[O-] (2-chloro-6-(2,3-dihydro-5-nitro-1H-indol-1-yl)-9H-purine), N[C@@H]1CC[C@H](CC1)N (trans-1,4-diaminocyclohexane). Reaction SMILES: Cl[C:2]1[N:10]=[C:9]2[C:5]([N:6]=[CH:7][NH:8]2)=[C:4]([N:11]2[C:19]3[C:14](=[CH:15][C:16]([N+:20]([O-:22])=[O:21])=[CH:17][CH:18]=3)[CH2:13][CH2:12]2)[N:3]=1.[NH2:23][C@H:24]1[CH2:29][CH2:28][C@H:27]([NH2:30])[CH2:26][CH2:25]1>>[N+:20]([C:16]1[CH:15]=[C:14]2[C:19](=[CH:18][CH:17]=1)[N:11]([C:4]1[N:3]=[C:2]([NH:23][C@H:24]3[CH2:29][CH2:28][C@H:27]([NH2:30])[CH2:26][CH2:25]3)[N:10]=[C:9]3[C:5]=1[N:6]=[CH:7][NH:8]3)[CH2:12][CH2:13]2)([O-:22])=[O:21]. Reported procedure: 56 g of product obtained in stage 1 above are mixed with 140 g of trans-1,4-diaminocyclohexane, and the mixture is then heated at 140° C. for approximately 55 hours. The mixture is allowed to return to ambient temperature. Purification is carried out by chromatography on silica with a CH2Cl2-MeOH—NH4OH: 85-15-1.5 mixture for eluent. 19.7 g of product are recovered. Run at temperature 140 celsius. Product: [N+](=O)([O-])C=1C=C2CCN(C2=CC1)C1=C2N=CNC2=NC(=N1)N[C@@H]1CC[C@H](CC1)N (trans-N-[6-(2,3-dihydro-5-nitro-1H-indol-1-yl)-9H-purin-2-yl]-1,4-cyclohexanediamine).